From a dataset of the Open Reaction Database (ORD), a public repository of structured organic reaction records. describe an organic reaction: reactants, conditions, products, and yield The reactants are O=C(Cl)OC(Cl)c1ccccc1, CC1CCCO1, CCOC(C)=O, O=C1CCc2ccc(OCCCCN3CCN(c4cccc(Cl)c4Cl)CC3)cc2N1, [H-], [Na+]. The product is O=C1CCc2ccc(OCCCCN3CCN(c4cccc(Cl)c4Cl)CC3)cc2N1C(=O)OC(Cl)c1ccccc1. RXN SMILES: [C:33]([O:34][CH:35]([c:36]1[cH:37][cH:38][cH:39][cH:40][cH:41]1)[Cl:42])(=[O:43])[Cl:44].[CH3:45][CH:46]1[CH2:47][CH2:48][CH2:49][O:50]1.[CH3:51][CH2:52][O:53][C:54](=[O:55])[CH3:56].[Cl:1][c:2]1[cH:3][cH:4][cH:5][c:6]([N:7]2[CH2:8][CH2:9][N:10]([CH2:11][CH2:12][CH2:13][CH2:14][O:15][c:16]3[cH:17][cH:18][c:19]4[c:25]([cH:26]3)[NH:24][C:22](=[O:23])[CH2:21][CH2:20]4)[CH2:27][CH2:28]2)[c:29]1[Cl:30].[H-:32].[Na+:31]>>[Cl:1][c:2]1[cH:3][cH:4][cH:5][c:6]([N:7]2[CH2:8][CH2:9][N:10]([CH2:11][CH2:12][CH2:13][CH2:14][O:15][c:16]3[cH:17][cH:18][c:19]4[c:25]([cH:26]3)[N:24]([C:33]([O:34][CH:35]([c:36]3[cH:37][cH:38][cH:39][cH:40][cH:41]3)[Cl:42])=[O:43])[C:22](=[O:23])[CH2:21][CH2:20]4)[CH2:27][CH2:28]2)[c:29]1[Cl:30]. Starting materials: CN1C(N([C@@H](C1)C(=O)OC(C)(C)C)C([C@H](C)N[C@@H](CCCCCCCC)C(=O)OCC1=CC=CC=C1)=O)=O (tert.-butyl (4S)-1-methyl-3-{(2S)-2-[N-((1S)-1-benzyloxycarbonyl-n-nonyl)amino]propionyl}-2-oxo-imidazolidine-4-carboxylate), Cl.O1CCOCC1 (hydrogen chloride dioxane). Product: CN1C(N([C@@H](C1)C(=O)O)C([C@H](C)N[C@@H](CCCCCCCC)C(=O)OCC1=CC=CC=C1)=O)=O ((4S)-1-methyl-3-{(2S)-2-[N-((1S)-1-benzyloxycarbonyl-n-nonyl)amino]propionyl}-2-oxo-imidazolidine-4-carboxylic acid). The yield is 90.8%. Reaction SMILES: [CH3:1][N:2]1[CH2:6][C@@H:5]([C:7]([O:9]C(C)(C)C)=[O:8])[N:4]([C:14](=[O:37])[C@@H:15]([NH:17][C@H:18]([C:27]([O:29][CH2:30][C:31]2[CH:36]=[CH:35][CH:34]=[CH:33][CH:32]=2)=[O:28])[CH2:19][CH2:20][CH2:21][CH2:22][CH2:23][CH2:24][CH2:25][CH3:26])[CH3:16])[C:3]1=[O:38].Cl.O1CCOCC1>>[CH3:1][N:2]1[CH2:6][C@@H:5]([C:7]([OH:9])=[O:8])[N:4]([C:14](=[O:37])[C@@H:15]([NH:17][C@H:18]([C:27]([O:29][CH2:30][C:31]2[CH:36]=[CH:35][CH:34]=[CH:33][CH:32]=2)=[O:28])[CH2:19][CH2:20][CH2:21][CH2:22][CH2:23][CH2:24][CH2:25][CH3:26])[CH3:16])[C:3]1=[O:38] |f:1.2|. Procedure: 0.8 g of tert.-butyl (4S)-1-methyl-3-{(2S)-2-[N-((1S)-1-benzyloxycarbonyl-n-nonyl)amino]propionyl}-2-oxo-imidazolidine-4-carboxylate and 20 ml of a 13% hydrogen chloride-dioxane solution are treated in the same manner as described in Example 10-(3), whereby 0.65 g of (4S)-1-methyl-3-{(2S)-2-[N-((1S)-1-benzyloxycarbonyl-n-nonyl)amino]propionyl}-2-oxo-imidazolidine-4-carboxylic acid is obtained as colorless viscous oil. This oil (0.65 g) and 20 mg of palladium black are treated in the same manner ... Starting materials: CN1CC2=C(N(C=3C=CC(=CC23)C)CCN)CC1 (2-(1,2,3,4-tetrahydro-2,8-dimethylpyrido[4,3-b]indol-5-yl)ethanamine), C(C)(C)(C)OC(=O)N1CCC(CC1)C(=O)O (1-(tert-butoxycarbonyl)piperidine-4-carboxylic acid), C1(CCCCC1)N=C=NC1CCCCC1 (N,N′-dicyclohexylcarbodiimide). Reagents/catalysts: CN(C1=CC=NC=C1)C (4-dimethylaminopyridine). Solvent: ClCCl (dichloromethane). Conditions: time 3 hour. Product: CN1CC2=C(N(C=3C=CC(=CC23)C)CCNC(=O)C2CCN(CC2)C(=O)OC(C)(C)C)CC1 (tert-butyl 4-(2-(1,2,3,4-tetrahydro-2,8-dimethylpyrido[4,3-b]indol-5-yl)ethylcarbamoyl)piperidine-1-carboxylate). Yield: 7.5%. Reaction SMILES: [CH3:1][N:2]1[CH2:18][CH2:17][C:5]2[N:6]([CH2:14][CH2:15][NH2:16])[C:7]3[CH:8]=[CH:9][C:10]([CH3:13])=[CH:11][C:12]=3[C:4]=2[CH2:3]1.[C:19]([O:23][C:24]([N:26]1[CH2:31][CH2:30][CH:29]([C:32](O)=[O:33])[CH2:28][CH2:27]1)=[O:25])([CH3:22])([CH3:21])[CH3:20].C1(N=C=NC2CCCCC2)CCCCC1>CN(C)C1C=CN=CC=1.ClCCl>[CH3:1][N:2]1[CH2:18][CH2:17][C:5]2[N:6]([CH2:14][CH2:15][NH:16][C:32]([CH:29]3[CH2:30][CH2:31][N:26]([C:24]([O:23][C:19]([CH3:22])([CH3:21])[CH3:20])=[O:25])[CH2:27][CH2:28]3)=[O:33])[C:7]3[CH:8]=[CH:9][C:10]([CH3:13])=[CH:11][C:12]=3[C:4]=2[CH2:3]1. Procedure: A mixture of 2-(1,2,3,4-tetrahydro-2,8-dimethylpyrido[4,3-b]indol-5-yl)ethanamine (100 mg, 0.41 mmol), 1-(tert-butoxycarbonyl)piperidine-4-carboxylic acid (94 mg, 0.41 mmol), N,N′-dicyclohexylcarbodiimide (93 mg, 0.45 mmol) and 4-dimethylaminopyridine (55 mg, 0.45 mmol) in dry dichloromethane (2.5 ml) were stirred at room temperature for 3 h. The reaction mixture was filtered through Celite and concentrated using rotary evaporator to obtain 14 mg of tert-butyl 4-(2-(1,2,3,4-tetrahydro-2,8-dimeth... Reactants: CC(C(=O)OC)C (methyl 2-methylpropanoate), BrCC1=CC(=CC=C1)[N+](=O)[O-] (1-(bromomethyl)-3-nitrobenzene), C(C)(C)NC(C)C (diisopropylamine), [Cl-].[NH4+] (ammonium chloride), solution, C(CCC)[Li] (n-butyllithium). Solvent: C(C)(=O)OCC (ethyl acetate), C1CCOC1 (THF), C1CCOC1 (THF), C1(=CC=CC=C1)C.C(C)(=O)OCC (toluene ethyl acetate), CCCCCC (hexane). Reaction conditions: temperature -78 celsius, time 10 minute. Yields the product CC(C(=O)OC)(CC1=CC(=CC=C1)[N+](=O)[O-])C (Methyl 2,2-dimethyl-3-(3-nitrophenyl)propanoate). Reaction SMILES: C(NC(C)C)(C)C.C([Li])CCC.[CH3:13][CH:14]([CH3:19])[C:15]([O:17][CH3:18])=[O:16].Br[CH2:21][C:22]1[CH:27]=[CH:26][CH:25]=[C:24]([N+:28]([O-:30])=[O:29])[CH:23]=1.[Cl-].[NH4+]>C1COCC1.CCCCCC.C(OCC)(=O)C.C1(C)C=CC=CC=1.C(OCC)(=O)C>[CH3:13][C:14]([CH3:19])([CH2:21][C:22]1[CH:27]=[CH:26][CH:25]=[C:24]([N+:28]([O-:30])=[O:29])[CH:23]=1)[C:15]([O:17][CH3:18])=[O:16] |f:4.5,9.10|. Procedure: Under argon, 11.7 ml (83.32 mmol) of diisopropylamine were dissolved in 200 ml of THF and cooled to −78° C. 33.3 ml (83.32 mmol) of a 2.5 M solution of n-butyllithium in hexane were added dropwise to this solution. The reaction solution was then warmed to −10° C. and stirred at this temperature for 10 min. The reaction solution was then once more cooled to −78° C., and 8.4 ml (72.9 mmol) of methyl 2-methylpropanoate were added slowly. The mixture was then stirred at −78° C. for 30 min. 15 g (69.... Starting materials: O=C([O-])[O-], CS(C)=O, [Cs+], [Cs+], [Cu]I, FC(F)(F)c1cn[nH]c1, OCc1ccc(I)cc1, O, O=C(O)C1CC(O)CN1. Yields the product OCc1ccc(-n2cc(C(F)(F)F)cn2)cc1. RXN SMILES: [C:28](=[O:29])([O-:30])[O-:31].[CH3:34][S:35]([CH3:36])=[O:37].[Cs+:32].[Cs+:33].[Cu:39][I:40].[F:10][C:11]([c:12]1[cH:13][n:14][nH:15][cH:16]1)([F:17])[F:18].[I:1][c:2]1[cH:3][cH:4][c:5]([CH2:8][OH:9])[cH:6][cH:7]1.[OH2:38].[OH:19][CH:20]1[CH2:21][CH:22]([C:23](=[O:24])[OH:25])[NH:26][CH2:27]1>>[c:2]1(-[n:15]2[n:14][cH:13][c:12]([C:11]([F:10])([F:17])[F:18])[cH:16]2)[cH:3][cH:4][c:5]([CH2:8][OH:9])[cH:6][cH:7]1.